Dataset: the Open Reaction Database (ORD), a public repository of structured organic reaction records. Task: describe an organic reaction: reactants, conditions, products, and yield Starting materials: NC=1C=C(C=CC1Cl)NC(C1=C(N=C(C=C1)C(F)(F)F)C)=O (N-(3-amino-4-chlorophenyl)-2-methyl-6-(trifluoromethyl)nicotinamide), FC1=CC=C(C(=O)O)C=C1 (4-fluorobenzoic acid). Yields the product ClC1=C(C=C(C=C1)NC(C1=C(N=C(C=C1)C(F)(F)F)C)=O)NC(C1=CC=C(C=C1)F)=O (N-(4-chloro-3-(4-fluorobenzamido)phenyl)-2-methyl-6-(trifluoromethyl)-nicotinamide). Reaction SMILES: [NH2:1][C:2]1[CH:3]=[C:4]([NH:9][C:10](=[O:22])[C:11]2[CH:16]=[CH:15][C:14]([C:17]([F:20])([F:19])[F:18])=[N:13][C:12]=2[CH3:21])[CH:5]=[CH:6][C:7]=1[Cl:8].[F:23][C:24]1[CH:32]=[CH:31][C:27]([C:28](O)=[O:29])=[CH:26][CH:25]=1>>[Cl:8][C:7]1[CH:6]=[CH:5][C:4]([NH:9][C:10](=[O:22])[C:11]2[CH:16]=[CH:15][C:14]([C:17]([F:20])([F:19])[F:18])=[N:13][C:12]=2[CH3:21])=[CH:3][C:2]=1[NH:1][C:28](=[O:29])[C:27]1[CH:31]=[CH:32][C:24]([F:23])=[CH:25][CH:26]=1. Procedure details: N-(3-amino-4-chlorophenyl)-2-methyl-6-(trifluoromethyl)nicotinamide (0.15 mmol) was used in general procedure 2 with 4-fluorobenzoic acid (0.167 mmol). The product was purified by RP-HPLC to give N-(4-chloro-3-(4-fluorobenzamido)phenyl)-2-methyl-6-(trifluoromethyl)-nicotinamide. MS (Q1) 452.0 (M)+ Starting materials: CNC, CCOC(=O)c1cnn(-c2cc(S(=O)(=O)Cl)ccc2Cl)c1C1CC1, ClCCl. Product: CCOC(=O)c1cnn(-c2cc(S(=O)(=O)N(C)C)ccc2Cl)c1C1CC1. RXN SMILES: [CH3:25][NH:26][CH3:27].[CH:1]1([c:4]2[c:5]([C:20](=[O:21])[O:22][CH2:23][CH3:24])[cH:6][n:7][n:8]2-[c:9]2[c:10]([Cl:19])[cH:11][cH:12][c:13]([S:15](=[O:16])(=[O:17])[Cl:18])[cH:14]2)[CH2:2][CH2:3]1.[Cl:28][CH2:29][Cl:30]>>[CH:1]1([c:4]2[c:5]([C:20](=[O:21])[O:22][CH2:23][CH3:24])[cH:6][n:7][n:8]2-[c:9]2[c:10]([Cl:19])[cH:11][cH:12][c:13]([S:15](=[O:16])(=[O:17])[N:26]([CH3:25])[CH3:27])[cH:14]2)[CH2:2][CH2:3]1. Starting materials: Cl (hydrogen chloride), C(C)(=O)N1C(NC(=C1C(=O)OCC)CBr)=O (ethyl 3-acetyl-5-(bromomethyl)-2,3-dihydro-2-oxo-1H-imidazole-4-carboxylate), ClC1=CC=C(C=C1)C1(CCNCC1)O (4-(4-chlorophenyl)-4-hydroxypiperidine), C([O-])([O-])=O.[K+].[K+] (potassium carbonate). Run in O (Water), CC(C)O (2-propanol), C(C)O (ethanol). Run at temperature 25 celsius, time 16 hour. Yields the product Cl.ClC1=CC=C(C=C1)C1(CCN(CC1)CC1=C(NC(N1)=O)C(=O)OCC)O (ethyl 5-[[4-(4-chlorophenyl)-4-hydroxy-1-piperidinyl]methyl]-2,3-dihydro-2-oxo-1H-imidazole-4-carboxylate hydrochloride). As a reaction SMILES: C([N:4]1[C:8]([C:9]([O:11][CH2:12][CH3:13])=[O:10])=[C:7]([CH2:14]Br)[NH:6][C:5]1=[O:16])(=O)C.[Cl:17][C:18]1[CH:23]=[CH:22][C:21]([C:24]2([OH:30])[CH2:29][CH2:28][NH:27][CH2:26][CH2:25]2)=[CH:20][CH:19]=1.C(=O)([O-])[O-].[K+].[K+].Cl>CC(O)C.O.C(O)C>[ClH:17].[Cl:17][C:18]1[CH:23]=[CH:22][C:21]([C:24]2([OH:30])[CH2:25][CH2:26][N:27]([CH2:14][C:7]3[NH:6][C:5](=[O:16])[NH:4][C:8]=3[C:9]([O:11][CH2:12][CH3:13])=[O:10])[CH2:28][CH2:29]2)=[CH:20][CH:19]=1 |f:2.3.4,9.10|. Procedure details: A mixture of 4.1 g (14.2 mmole) of ethyl 3-acetyl-5-(bromomethyl)-2,3-dihydro-2-oxo-1H-imidazole-4-carboxylate, 3.0 g (14.2 mmole) of 4-(4-chlorophenyl)-4-hydroxypiperidine, 2.0 g (14.2 mmole) of potassium carbonate and 75 ml of ethanol is stirred under argon for 16 hours at 25° C. Water (100 ml) is added and the precipitate which forms is collected and washed with water. It is then suspended in 2-propanol and 1 equivalent of hydrogen chloride in 2-propanol is added. The resulting solid is separ... The reactants are OB(O)O, CCC(=O)c1ccc(Br)cc1, CCOC(C)=O, [Na+], [Na+], O=C([O-])[O-], O, Cl[Pd]Cl, OB(O)Oc1ccccc1. The product is CCC(=O)c1ccc(-c2ccccc2)cc1. As a reaction SMILES: [B:28]([OH:29])([OH:30])[OH:31].[Br:11][c:12]1[cH:13][cH:14][c:15]([C:18]([CH2:19][CH3:20])=[O:21])[cH:16][cH:17]1.[CH3:36][CH2:37][O:38][C:39](=[O:40])[CH3:41].[Na+:22].[Na+:23].[O-:24][C:25](=[O:26])[O-:27].[OH2:32].[Pd:33]([Cl:34])[Cl:35].[c:1]1([O:7][B:8]([OH:9])[OH:10])[cH:2][cH:3][cH:4][cH:5][cH:6]1>>[c:1]1(-[c:12]2[cH:13][cH:14][c:15]([C:18]([CH2:19][CH3:20])=[O:21])[cH:16][cH:17]2)[cH:2][cH:3][cH:4][cH:5][cH:6]1. Reactants: CO, O=C[O-], O=S(=O)(NCc1ccccc1)N1CCCCC1, [NH4+]. Yields the product NS(=O)(=O)N1CCCCC1. Reaction SMILES: [CH3:22][OH:23].[CH:18]([O-:19])=[O:20].[N:1]1([S:7](=[O:8])(=[O:9])[NH:10][CH2:11][c:12]2[cH:13][cH:14][cH:15][cH:16][cH:17]2)[CH2:2][CH2:3][CH2:4][CH2:5][CH2:6]1.[NH4+:21]>>[N:1]1([S:7](=[O:8])(=[O:9])[NH2:10])[CH2:2][CH2:3][CH2:4][CH2:5][CH2:6]1. Reaction SMILES: [Si]([C:5]#[CH:6])(C)(C)C.[CH3:7][C:8]1([CH3:16])[CH2:13][CH2:12][CH2:11][CH:10]([CH3:14])[C:9]1=O.CC[N+](S(/N=C(/OC)\[O-])(=O)=O)(CC)CC.[F-].C([N+](CCCC)(CCCC)CCCC)CCC>>[C:10]([C:9]1[C:8]([CH3:16])([CH3:7])[CH2:13][CH2:12][CH2:11][C:5]=1[CH3:6])#[CH:14] |f:3.4|. Procedure: The prerequisite 2-ethynyl-1,3,3-trimethyl-1-cyclohexene was synthesized according to standard procedures by addition of the Li-derivative of TMS-acetylene to 2,2,6-trimethylcyclohexanone, dehydration by treatment with Burgess-reagent (methoxy-carbonylsulfamoyl-triethylammonium hydroxide, inner salt), and finally desilyation with tetrabutylammonium fluoride. It has to be used immediately due to its instability. The product is C(#C)C1=C(CCCC1(C)C)C (2-ethynyl-1,3,3-trimethyl-1-cyclohexene). Reactants: Li, [Si](C)(C)(C)C#C (TMS-acetylene), CC1(C(C(CCC1)C)=O)C (2,2,6-trimethylcyclohexanone), CC[N+](CC)(CC)S(=O)(=O)/N=C(\[O-])/OC (Burgess-reagent), [F-].C(CCC)[N+](CCCC)(CCCC)CCCC (tetrabutylammonium fluoride).